This data is from the Open Reaction Database (ORD), a public repository of structured organic reaction records. The task is: describe an organic reaction: reactants, conditions, products, and yield The reactants are ClC1=CC=C(CC(C(N2CCN(CC2)C2=C(C=CC=C2)CN2N=CN=C2)=O)NC(C[C@H]2N(CC3=CC=CC=C23)C(C)C)=O)C=C1 ((R)-N-{1-(4-chlorobenzyl)-2-oxo-2-[4-(2-([1,2,4]triazol-1-yl)methylphenyl)-piperazin-1-yl]-ethyl}-2-(2-isopropyl-2,3-dihydro-1H-isoindol-1-yl)-acetamide), Cl (HCl). The product is Cl.Cl.ClC1=CC=C(CC(C(N2CCN(CC2)C2=C(C=CC=C2)CN2N=CN=C2)=O)NC(C[C@H]2N(CC3=CC=CC=C23)C(C)C)=O)C=C1 ((R)-N-{1-(4-Chlorobenzyl)-2-oxo-2-[4-(2-([1,2,4]triazol-1-yl)methylphenyl)-piperazin-1-yl]-ethyl}-2-(2-isopropyl-2,3-dihydro-1H-isoindol-1-yl)-acetamide dihydrochloride salt). RXN SMILES: [Cl:1][C:2]1[CH:45]=[CH:44][C:5]([CH2:6][CH:7]([NH:28][C:29](=[O:43])[CH2:30][C@@H:31]2[C:39]3[C:34](=[CH:35][CH:36]=[CH:37][CH:38]=3)[CH2:33][N:32]2[CH:40]([CH3:42])[CH3:41])[C:8](=[O:27])[N:9]2[CH2:14][CH2:13][N:12]([C:15]3[CH:20]=[CH:19][CH:18]=[CH:17][C:16]=3[CH2:21][N:22]3[CH:26]=[N:25][CH:24]=[N:23]3)[CH2:11][CH2:10]2)=[CH:4][CH:3]=1.[ClH:46]>>[ClH:1].[ClH:46].[Cl:1][C:2]1[CH:45]=[CH:44][C:5]([CH2:6][CH:7]([NH:28][C:29](=[O:43])[CH2:30][C@@H:31]2[C:39]3[C:34](=[CH:35][CH:36]=[CH:37][CH:38]=3)[CH2:33][N:32]2[CH:40]([CH3:41])[CH3:42])[C:8](=[O:27])[N:9]2[CH2:14][CH2:13][N:12]([C:15]3[CH:20]=[CH:19][CH:18]=[CH:17][C:16]=3[CH2:21][N:22]3[CH:26]=[N:25][CH:24]=[N:23]3)[CH2:11][CH2:10]2)=[CH:4][CH:3]=1 |f:2.3.4|. Procedure: Into a flask containing (R)-N-{1-(4-chlorobenzyl)-2-oxo-2-[4-(2-([1,2,4]triazol-1-yl)methylphenyl)-piperazin-1-yl]-ethyl}-2-(2-isopropyl-2,3-dihydro-1H-isoindol-1-yl)-acetamide (Example 162) was added 1.0 N HCl (5 mL). After about an hour, the solution was solidified at −78° C., and the solid lyophilized to give about 0.06 g of the final compound as tan solids. ES MS 626.3 (M+H) Reactants: COc1ccc(Br)c(NC(=O)C2CCN(C(=O)OC(C)(C)C)CC2)c1, CCI, CN(C)C=O, [H-], [Na+]. Product: CCN(C(=O)C1CCN(C(=O)OC(C)(C)C)CC1)c1cc(OC)ccc1Br. Reaction SMILES: [C:1]([CH3:2])([CH3:3])([CH3:4])[O:5][C:6](=[O:7])[N:8]1[CH2:9][CH2:10][CH:11]([C:14]([NH:15][c:16]2[c:17]([Br:24])[cH:18][cH:19][c:20]([O:22][CH3:23])[cH:21]2)=[O:25])[CH2:12][CH2:13]1.[CH2:28]([CH3:29])[I:30].[CH3:31][N:32]([CH3:33])[CH:34]=[O:35].[H-:26].[Na+:27]>>[C:1]([CH3:2])([CH3:3])([CH3:4])[O:5][C:6](=[O:7])[N:8]1[CH2:9][CH2:10][CH:11]([C:14]([N:15]([c:16]2[c:17]([Br:24])[cH:18][cH:19][c:20]([O:22][CH3:23])[cH:21]2)[CH2:28][CH3:29])=[O:25])[CH2:12][CH2:13]1. Solvent: C(C)(C)OC(C)C (isopropyl Ether), CO (methanol), C(C)(C)OC(C)C (isopropyl Ether). Product: C(\C=C\C(=O)O)(=O)O.ClC=1C=C(CNC2=CN=CC(=N2)N2CCNCC2)C=CC1 ((3-Chloro-benzyl)-(3,4,5,6-tetrahydro-2H-[1,2′]bipyrazinyl-6′-yl)-amine fumarate salt). Reported procedure: A solution of (3-chloro-benzyl)-(3,4,5,6-tetrahydro-2H-[1,2′]bipyrazinyl-6′-yl)-amine 4-M (1.14 g, 3.74 mmol) in a mixture of methanol (15 mL) and isopropyl Ether (90 mL) was treated with a methanolic solution of fumaric acid (434 mg in 7.5 mL Methanol, 3.74 mmol). The resulting mixture was stirred at room temperature for 1 h. Additional isopropyl Ether (120 mL) was then added to the reaction mixture and stirring continued for 10 minutes. The resulting solids were filtered from the solution and ... Starting materials: ClC=1C=C(CNC2=CN=CC(=N2)N2CCNCC2)C=CC1 ((3-Chloro-benzyl)-(3,4,5,6-tetrahydro-2H-[1,2′]bipyrazinyl-6′-yl)-amine), C(\C=C\C(=O)O)(=O)O (fumaric acid). RXN SMILES: [Cl:1][C:2]1[CH:3]=[C:4]([CH:19]=[CH:20][CH:21]=1)[CH2:5][NH:6][C:7]1[N:12]=[C:11]([N:13]2[CH2:18][CH2:17][NH:16][CH2:15][CH2:14]2)[CH:10]=[N:9][CH:8]=1.[C:22]([OH:29])(=[O:28])/[CH:23]=[CH:24]/[C:25]([OH:27])=[O:26]>CO.C(OC(C)C)(C)C>[C:22]([OH:29])(=[O:28])/[CH:23]=[CH:24]/[C:25]([OH:27])=[O:26].[Cl:1][C:2]1[CH:3]=[C:4]([CH:19]=[CH:20][CH:21]=1)[CH2:5][NH:6][C:7]1[N:12]=[C:11]([N:13]2[CH2:14][CH2:15][NH:16][CH2:17][CH2:18]2)[CH:10]=[N:9][CH:8]=1 |f:4.5|. Yield: 79.6%. Reaction conditions: time 1 hour. Reactants: CN(c1cccc2cc(C(=O)NCC(CN3CCSCC3)SCc3ccccc3)[nH]c12)S(=O)(=O)c1ccccn1, CCOC(C)=O, ClCCl, O=S(=O)(OS(=O)(=O)C(F)(F)F)C(F)(F)F, O=P(c1ccccc1)(c1ccccc1)c1ccccc1. Yields the product CN(c1cccc2cc(C3=NCC(CN4CCSCC4)S3)[nH]c12)S(=O)(=O)c1ccccn1. RXN SMILES: [CH2:36]([c:38]1[cH:39][cH:40][cH:41][cH:42][cH:48]1)[S:43][CH:44]([CH2:45][NH:46][C:47](=[O:37])[c:49]1[nH:50][c:51]2[c:52]([N:58]([S:59](=[O:60])(=[O:61])[c:62]3[n:63][cH:64][cH:65][cH:66][cH:67]3)[CH3:68])[cH:53][cH:54][cH:55][c:56]2[cH:57]1)[CH2:69][N:70]1[CH2:71][CH2:72][S:73][CH2:74][CH2:75]1.[CH3:79][CH2:80][O:81][C:82](=[O:83])[CH3:84].[Cl:76][CH2:77][Cl:78].[F:21][C:22]([S:23]([O:24][S:25]([C:26]([F:27])([F:28])[F:29])(=[O:30])=[O:31])(=[O:32])=[O:33])([F:34])[F:35].[c:1]1([P:2](=[O:3])([c:4]2[cH:5][cH:6][cH:7][cH:8][cH:9]2)[c:10]2[cH:11][cH:12][cH:13][cH:14][cH:15]2)[cH:16][cH:17][cH:18][cH:19][cH:20]1>>[S:43]1[CH:44]([CH2:69][N:70]2[CH2:71][CH2:72][S:73][CH2:74][CH2:75]2)[CH2:45][N:46]=[C:47]1[c:49]1[nH:50][c:51]2[c:52]([N:58]([S:59](=[O:60])(=[O:61])[c:62]3[n:63][cH:64][cH:65][cH:66][cH:67]3)[CH3:68])[cH:53][cH:54][cH:55][c:56]2[cH:57]1. The reactants are BrC1=CC=CC(=N1)CCOCN1C(=NC2=C1C=CC=C2)NC2CCN(CC2)C(=O)OC(C)(C)C ((±)-1,1-dimethylethyl 4-[[1-[(6-bromo-2-pyridinyl]ethoxymethyl]-1H-benzimidazol-2-yl]amino]-1-piperidinecarboxylate), (R)-(+)-2,2′-bis(diphenyl-phosphino)-1,1′-binaphtyl, N(C)C (NH(CH3)2). The reagents and catalysts are [Pd] (Pd). Solvent: O1CCCC1 (tetrahydrofuran). Conditions: temperature 100 celsius, time 16 hour. Yields the product CN(C1=CC=CC(=N1)CCOCN1C(=NC2=C1C=CC=C2)NC2CCN(CC2)C(=O)OC(C)(C)C)C ((±)-1,1-dimethylethyl 4-[[1-[[6-(dimethylamino)-2-pyridinyl]ethoxymethyl]-1H-benzimidazol-2-yl]amino]-1-piperidinecarboxylate). Yield: 85.6%. As a reaction SMILES: Br[C:2]1[N:7]=[C:6]([CH2:8][CH2:9][O:10][CH2:11][N:12]2[C:16]3[CH:17]=[CH:18][CH:19]=[CH:20][C:15]=3[N:14]=[C:13]2[NH:21][CH:22]2[CH2:27][CH2:26][N:25]([C:28]([O:30][C:31]([CH3:34])([CH3:33])[CH3:32])=[O:29])[CH2:24][CH2:23]2)[CH:5]=[CH:4][CH:3]=1.[NH:35]([CH3:37])[CH3:36]>O1CCCC1.[Pd]>[CH3:36][N:35]([CH3:37])[C:2]1[N:7]=[C:6]([CH2:8][CH2:9][O:10][CH2:11][N:12]2[C:16]3[CH:17]=[CH:18][CH:19]=[CH:20][C:15]=3[N:14]=[C:13]2[NH:21][CH:22]2[CH2:27][CH2:26][N:25]([C:28]([O:30][C:31]([CH3:34])([CH3:33])[CH3:32])=[O:29])[CH2:24][CH2:23]2)[CH:5]=[CH:4][CH:3]=1. Procedure: A mixture of (±)-1,1-dimethylethyl 4-[[1-[(6-bromo-2-pyridinyl]ethoxymethyl]-1H-benzimidazol-2-yl]amino]-1-piperidinecarboxylate (0.00189 mol) (interm. 33), Pd (0.026 g), (R)-(+)-2,2′-bis(diphenyl-phosphino)-1,1′-binaphtyl (0.046 g) and NH(CH3)2 gas (10 g) in tetrahydrofuran (200 ml) was stirred in an autoclave at 100° C. for 16 hours under pressure of CO (30 atm). The mixture was filtered and the filtrate was evaporated. The residue was purified over silica gel on a glass filter (eluent: CH2Cl2... Starting materials: N#CC(O)c1cccc(Oc2ccccc2)c1, C#CCOC(=O)C=CC1C(C(=O)OC(C)(C)C)C1(C)C. The product is C#CCOC(=O)C=CC1C(C(=O)OC(C#N)c2cccc(Oc3ccccc3)c2)C1(C)C. RXN SMILES: [C:21](#[N:22])[CH:23]([c:24]1[cH:25][c:26]([O:30][c:31]2[cH:32][cH:33][cH:34][cH:35][cH:36]2)[cH:27][cH:28][cH:29]1)[OH:37].[CH3:1][C:2]1([CH3:20])[CH:3]([C:13](=[O:14])[O:15][C:16]([CH3:17])([CH3:18])[CH3:19])[CH:4]1[CH:5]=[CH:6][C:7](=[O:8])[O:9][CH2:10][C:11]#[CH:12]>>[CH3:1][C:2]1([CH3:20])[CH:3]([C:13](=[O:14])[O:37][CH:23]([C:21]#[N:22])[c:24]2[cH:25][c:26]([O:30][c:31]3[cH:32][cH:33][cH:34][cH:35][cH:36]3)[cH:27][cH:28][cH:29]2)[CH:4]1[CH:5]=[CH:6][C:7](=[O:8])[O:9][CH2:10][C:11]#[CH:12]. Reactants: CCO, S=C=NC1CC1, CNCc1noc(-c2cccc(Cl)c2)n1. Product: CN(Cc1noc(-c2cccc(Cl)c2)n1)C(=S)NC1CC1. As a reaction SMILES: [CH3:22][CH2:23][OH:24].[CH:1]1([N:4]=[C:5]=[S:6])[CH2:2][CH2:3]1.[Cl:7][c:8]1[cH:9][c:10](-[c:14]2[n:15][c:16]([CH2:19][NH:20][CH3:21])[n:17][o:18]2)[cH:11][cH:12][cH:13]1>>[CH:1]1([NH:4][C:5](=[S:6])[N:20]([CH2:19][c:16]2[n:15][c:14](-[c:10]3[cH:9][c:8]([Cl:7])[cH:13][cH:12][cH:11]3)[o:18][n:17]2)[CH3:21])[CH2:2][CH2:3]1. The reactants are C([C@H](O)[C@@H](O)C(=O)O)(=O)O.C(C)OC(=O)[C@H]1CNCCC1 ((R)-3-piperidinecarboxylic acid ethyl ester L-tartaric acid salt). Solvent: C(C)(=O)OCC (ethyl acetate), O (water), [OH-].[Na+] (sodium hydroxide). The product is C(C)OC(=O)[C@H]1CNCCC1 ((R)-3-piperidinecarboxylic acid ethyl ester). The yield is 98.7%. As a reaction SMILES: C(O)(=O)[C@@H]([C@H](C(O)=O)O)O.[CH2:11]([O:13][C:14]([C@@H:16]1[CH2:21][CH2:20][CH2:19][NH:18][CH2:17]1)=[O:15])[CH3:12]>C(OCC)(=O)C.O.[OH-].[Na+]>[CH2:11]([O:13][C:14]([C@@H:16]1[CH2:21][CH2:20][CH2:19][NH:18][CH2:17]1)=[O:15])[CH3:12] |f:0.1,4.5|. Procedure details: To a solution of (R)-3-piperidinecarboxylic acid ethyl ester L-tartaric acid salt (30.3 g) in ethyl acetate (300 ml) and water (60 ml), 12% aqueous sodium hydroxide was added to adjust pH to 13. Aqueous layer was extracted with ethyl acetate (60 ml) two times and combined organic layer was dried with sodium sulfate (8 g). Organic layer was concentrated in vacuo to give (R)-3-piperidinecarboxylic acid ethyl ester (15.3 g). The reactants are CC(=O)c1cc(C)cc(C)c1O, CCCC[N+](CCCC)(CCCC)CCCC, FC(F)Cl, ClCCl, [Na+], [OH-], O=S(=O)([O-])O. Yields the product CC(=O)c1cc(C)cc(C)c1OC(F)F. RXN SMILES: [C:3]([CH3:4])(=[O:5])[c:6]1[c:7]([OH:14])[c:8]([CH3:13])[cH:9][c:10]([CH3:12])[cH:11]1.[CH2:24]([N+:25]([CH2:26][CH2:27][CH2:28][CH3:29])([CH2:30][CH2:31][CH2:32][CH3:33])[CH2:34][CH2:35][CH2:36][CH3:37])[CH2:38][CH2:39][CH3:40].[Cl:15][CH:16]([F:17])[F:18].[Cl:41][CH2:42][Cl:43].[Na+:2].[OH-:1].[S:19]([O-:20])([OH:21])(=[O:22])=[O:23]>>[C:3]([CH3:4])(=[O:5])[c:6]1[c:7]([O:14][CH:16]([F:17])[F:18])[c:8]([CH3:13])[cH:9][c:10]([CH3:12])[cH:11]1.